From a dataset of the Open Reaction Database (ORD), a public repository of structured organic reaction records. describe an organic reaction: reactants, conditions, products, and yield Reactants: O=C([O-])[O-], CC(C)(C)OC(=O)NCCS, CN(C)C=O, [K+], [K+], Nc1nc(CCl)cs1. Product: CC(C)(C)OC(=O)NCCSCc1csc(N)n1. Reaction SMILES: [C:20](=[O:21])([O-:22])[O-:23].[C:9]([CH3:10])([CH3:11])([CH3:12])[O:13][C:14](=[O:15])[NH:16][CH2:17][CH2:18][SH:19].[CH3:26][N:27]([CH3:28])[CH:29]=[O:30].[K+:24].[K+:25].[NH2:1][c:2]1[s:3][cH:4][c:5]([CH2:7][Cl:8])[n:6]1>>[NH2:1][c:2]1[s:3][cH:4][c:5]([CH2:7][S:19][CH2:18][CH2:17][NH:16][C:14]([O:13][C:9]([CH3:10])([CH3:11])[CH3:12])=[O:15])[n:6]1.